From a dataset of the Open Reaction Database (ORD), a public repository of structured organic reaction records. describe an organic reaction: reactants, conditions, products, and yield Starting materials: C1COCCO1, CCOC(C)=O, [Cl-], [NH4+], [Na+], [OH-], Cc1ccc(S(=O)(=O)n2ccc3c2ncc2cnc(C4CCCN(C(=O)OC(C)(C)C)C4)n23)cc1. Yields the product CC(C)(C)OC(=O)N1CCCC(c2ncc3cnc4[nH]ccc4n23)C1. RXN SMILES: [CH2:46]1[O:47][CH2:48][CH2:49][O:50][CH2:51]1.[CH3:38][CH2:39][O:40][C:41]([CH3:42])=[O:43].[Cl-:44].[NH4+:45].[Na+:37].[OH-:36].[S:1]([c:2]1[cH:3][cH:4][c:5]([CH3:6])[cH:7][cH:8]1)(=[O:9])(=[O:10])[n:11]1[cH:12][cH:13][c:14]2[c:15]1[n:16][cH:17][c:18]1[n:19]2[c:20]([CH:23]2[CH2:24][N:25]([C:29](=[O:30])[O:31][C:32]([CH3:33])([CH3:34])[CH3:35])[CH2:26][CH2:27][CH2:28]2)[n:21][cH:22]1>>[nH:11]1[cH:12][cH:13][c:14]2[c:15]1[n:16][cH:17][c:18]1[n:19]2[c:20]([CH:23]2[CH2:24][N:25]([C:29](=[O:30])[O:31][C:32]([CH3:33])([CH3:34])[CH3:35])[CH2:26][CH2:27][CH2:28]2)[n:21][cH:22]1. Starting materials: CCC(CC)Nc1cc(C)nc(Oc2c(C)cc(Br)cc2C)c1C, C1CCOC1, CN(C)C=O. Product: CCC(CC)Nc1cc(C)nc(Oc2c(C)cc(C=O)cc2C)c1C. RXN SMILES: [Br:1][c:2]1[cH:3][c:4]([CH3:24])[c:5]([O:6][c:7]2[n:8][c:9]([CH3:20])[cH:10][c:11]([NH:14][CH:15]([CH2:16][CH3:17])[CH2:18][CH3:19])[c:12]2[CH3:13])[c:21]([CH3:23])[cH:22]1.[CH2:30]1[O:31][CH2:32][CH2:33][CH2:34]1.[CH:25](=[O:26])[N:27]([CH3:28])[CH3:29]>>[c:2]1([CH:25]=[O:26])[cH:3][c:4]([CH3:24])[c:5]([O:6][c:7]2[n:8][c:9]([CH3:20])[cH:10][c:11]([NH:14][CH:15]([CH2:16][CH3:17])[CH2:18][CH3:19])[c:12]2[CH3:13])[c:21]([CH3:23])[cH:22]1.